Dataset: the Open Reaction Database (ORD), a public repository of structured organic reaction records. Task: describe an organic reaction: reactants, conditions, products, and yield Starting materials: Br, CC(=O)O, COc1ccc(-c2sc(N)nc2-c2ccco2)cn1, [Na+], [OH-]. Product: Nc1nc(-c2ccco2)c(-c2ccc(=O)[nH]c2)s1. Reaction SMILES: [BrH:22].[CH3:23][C:24](=[O:25])[OH:26].[NH2:1][c:2]1[s:3][c:4](-[c:12]2[cH:13][cH:14][c:15]([O:18][CH3:19])[n:16][cH:17]2)[c:5](-[c:7]2[o:8][cH:9][cH:10][cH:11]2)[n:6]1.[Na+:21].[OH-:20]>>[NH2:1][c:2]1[s:3][c:4](-[c:12]2[cH:13][cH:14][c:15](=[O:18])[nH:16][cH:17]2)[c:5](-[c:7]2[o:8][cH:9][cH:10][cH:11]2)[n:6]1. Reactants: ClC(Cl)Cl, O=S(=O)(O)Cl, Fc1ccc(-c2ccccc2)c(F)c1. Product: O=S(=O)(O)c1ccccc1-c1ccc(F)cc1F. RXN SMILES: [CH:20]([Cl:21])([Cl:22])[Cl:23].[Cl:15][S:16](=[O:17])(=[O:18])[OH:19].[F:1][c:2]1[c:3](-[c:9]2[cH:10][cH:11][cH:12][cH:13][cH:14]2)[cH:4][cH:5][c:6]([F:8])[cH:7]1>>[F:1][c:2]1[c:3](-[c:9]2[cH:10][cH:11][cH:12][cH:13][c:14]2[S:16](=[O:17])(=[O:18])[OH:19])[cH:4][cH:5][c:6]([F:8])[cH:7]1.